From a dataset of the Open Reaction Database (ORD), a public repository of structured organic reaction records. describe an organic reaction: reactants, conditions, products, and yield Starting materials: C(C)OC(C(=CC1=NN=C(N1C1CC1)C1=CC=NC=C1)C)=O (3-(4-cyclopropyl-5-pyridin-4-yl-4H-[1,2,4]triazol-3-yl)-2-methyl-acrylic acid ethyl ester). Reagents/catalysts: [Pd] (Pd/C). Run in CCO (EtOH). Yields the product C(C)OC(C(CC1=NN=C(N1C1CC1)C1=CC=NC=C1)C)=O (3-(4-Cyclopropyl-5-pyridin-4-yl-4H-[1,2,4]triazol-3-yl)-2-methyl-propionic acid ethyl ester). RXN SMILES: [CH2:1]([O:3][C:4](=[O:22])[C:5]([CH3:21])=[CH:6][C:7]1[N:11]([CH:12]2[CH2:14][CH2:13]2)[C:10]([C:15]2[CH:20]=[CH:19][N:18]=[CH:17][CH:16]=2)=[N:9][N:8]=1)[CH3:2]>CCO.[Pd]>[CH2:1]([O:3][C:4](=[O:22])[CH:5]([CH3:21])[CH2:6][C:7]1[N:11]([CH:12]2[CH2:14][CH2:13]2)[C:10]([C:15]2[CH:16]=[CH:17][N:18]=[CH:19][CH:20]=2)=[N:9][N:8]=1)[CH3:2]. Reported procedure: 3-(4-cyclopropyl-5-pyridin-4-yl-4H-[1,2,4]triazol-3-yl)-2-methyl-acrylic acid ethyl ester (5.76 g, 19.3 mmol) was hydrogenated with 10% Pd/C (3.0 g) in EtOH (100 ml) o.n. The reaction mixture was filtered and concentrated. The residue was triturated with hex. to give the title compound in 3.1 g (53%) yield. 1H-NMR: 8.76 (d, 2H), 7.73 (d, 2H), 4.14(m, 2H), 3.35 (m, 3H), 2.88 (q, 1H), 1.39 (d, 3H), 1.25 (t, 3H), 1.18 (m, 2H) and 0.73 (m, 2H). Reactants: NC1=CC=C(C=C1)C=1NC(C(C(=O)O)=CC1)=O (6-(4-aminophenyl)-1,2-dihydro-2-oxonicotinic acid), ClCCl (dichloromethane), Cl[Si](C)(C)C (chlorotrimethylsilane), C(C(=O)C)(=O)Cl (pyruvic acid chloride). The solvent is C(C)N(CC)CC (triethylamine). The product is O=C(C(C)=O)NC1=CC=C(C=C1)C=1NC(C(C(=O)O)=CC1)=O (6-[4(1,2-dioxopropylamino)phenyl]-1,2-dihydro-2-oxonicotinic acid). Isolated yield 44.0%. Reaction SMILES: [NH2:1][C:2]1[CH:7]=[CH:6][C:5]([C:8]2[NH:9][C:10](=[O:17])[C:11](=[CH:15][CH:16]=2)[C:12]([OH:14])=[O:13])=[CH:4][CH:3]=1.ClCCl.Cl[Si](C)(C)C.[C:26](Cl)(=[O:30])[C:27]([CH3:29])=[O:28]>C(N(CC)CC)C>[O:30]=[C:26]([NH:1][C:2]1[CH:3]=[CH:4][C:5]([C:8]2[NH:9][C:10](=[O:17])[C:11](=[CH:15][CH:16]=2)[C:12]([OH:14])=[O:13])=[CH:6][CH:7]=1)[C:27](=[O:28])[CH3:29]. Procedure details: Using the method for the preparation of the side chain acid in Example 3, 11.5 g (50 mmol) of 6-(4-aminophenyl)-1,2-dihydro-2-oxonicotinic acid, 500 ml of dichloromethane, 21.0 ml (150 ml) of triethylamine, 20 ml (158 mmol) of chlorotrimethylsilane, and 8.0 g (75 mmol) of pyruvic acid chloride, [J. Org. Chem., 35, 3972 (1970)] gives 6.6 g of 6-[4(1,2-dioxopropylamino)phenyl]-1,2-dihydro-2-oxonicotinic acid after recrystallization from N,N-dimethylacetamide; mp>280°. The reactants are O=C([O-])[O-], CC(C)C(=O)C1CCCCC1=O, CC(C)N, CN(C)C=O, CCOC(C)=O, [Cs+], [Cs+], I[Cu]I, O=C(OCc1ccccc1)c1cccc(I)c1. Product: CC(C)Nc1cccc(C(=O)OCc2ccccc2)c1. As a reaction SMILES: [C:1](=[O:2])([O-:3])[O-:4].[C:28]([CH:29]1[CH2:30][CH2:31][CH2:32][CH2:33][C:34]1=[O:35])(=[O:36])[CH:37]([CH3:38])[CH3:39].[CH3:24][CH:25]([CH3:26])[NH2:27].[CH3:40][N:41]([CH3:42])[CH:43]=[O:44].[CH3:45][CH2:46][O:47][C:48](=[O:49])[CH3:50].[Cs+:5].[Cs+:6].[Cu:51]([I:52])[I:53].[I:7][c:8]1[cH:9][c:10]([C:11](=[O:12])[O:13][CH2:14][c:15]2[cH:16][cH:17][cH:18][cH:19][cH:20]2)[cH:21][cH:22][cH:23]1>>[c:8]1([NH:27][CH:25]([CH3:24])[CH3:26])[cH:9][c:10]([C:11](=[O:12])[O:13][CH2:14][c:15]2[cH:16][cH:17][cH:18][cH:19][cH:20]2)[cH:21][cH:22][cH:23]1. Reagents/catalysts: CC(=O)[O-].CC(=O)[O-].[Pd+2] (Pd(OAc)2). Conditions: time 20 hour. Isolated yield 146.0%. Reported procedure: A mixture of tert-butyl (1S,2R)-2-(6-chloro-5-cyanopyrazin-2-ylamino)cyclohexylcarbamate (80 mg, 0.227 mmol), 1-methyl-1H-indol-4-amine (50 mg, 0.342 mmol), K2CO3 (65 mg, 0.471 mmol), BINAP (25 mg, 0.040 mmol) and Pd(OAc)2 (10 mg, 0.044 mmol) in dioxane (2 mL) was degassed with Ar, then was stirred at 100 C for 20 h. Water and EtOAc were added. Organic phase was separated. The aqueous phase was extracted with EtOAc again. The combined organic phases were dried over Na2SO4, concentrated in vacuo ... The reactants are ClC1=C(N=CC(=N1)N[C@H]1[C@H](CCCC1)NC(OC(C)(C)C)=O)C#N (tert-butyl (1S,2R)-2-(6-chloro-5-cyanopyrazin-2-ylamino)cyclohexylcarbamate), CN1C=CC=2C(=CC=CC12)N (1-methyl-1H-indol-4-amine), C(=O)([O-])[O-].[K+].[K+] (K2CO3), C=1C=CC(=CC1)P(C=2C=CC=CC2)C3=CC=C4C=CC=CC4=C3C5=C6C=CC=CC6=CC=C5P(C=7C=CC=CC7)C=8C=CC=CC8 (BINAP). As a reaction SMILES: Cl[C:2]1[N:7]=[C:6]([NH:8][C@@H:9]2[CH2:14][CH2:13][CH2:12][CH2:11][C@@H:10]2[NH:15][C:16](=[O:22])[O:17][C:18]([CH3:21])([CH3:20])[CH3:19])[CH:5]=[N:4][C:3]=1[C:23]#[N:24].[CH3:25][N:26]1[C:34]2[CH:33]=[CH:32][CH:31]=[C:30]([NH2:35])[C:29]=2[CH:28]=[CH:27]1.C([O-])([O-])=O.[K+].[K+].C1C=CC(P(C2C(C3C(P(C4C=CC=CC=4)C4C=CC=CC=4)=CC=C4C=3C=CC=C4)=C3C(C=CC=C3)=CC=2)C2C=CC=CC=2)=CC=1>O1CCOCC1.CC([O-])=O.CC([O-])=O.[Pd+2]>[C:23]([C:3]1[N:4]=[CH:5][C:6]([NH:8][C@@H:9]2[CH2:14][CH2:13][CH2:12][CH2:11][C@@H:10]2[NH:15][C:16](=[O:22])[O:17][C:18]([CH3:21])([CH3:20])[CH3:19])=[N:7][C:2]=1[NH:35][C:30]1[CH:31]=[CH:32][CH:33]=[C:34]2[C:29]=1[CH:28]=[CH:27][N:26]2[CH3:25])#[N:24] |f:2.3.4,7.8.9|. Run in O1CCOCC1 (dioxane). The product is C(#N)C=1N=CC(=NC1NC1=C2C=CN(C2=CC=C1)C)N[C@H]1[C@H](CCCC1)NC(OC(C)(C)C)=O (tert-butyl (1S,2R)-2-(5-cyano-6-(1-methyl-1H-indol-4-ylamino)pyrazin-2-ylamino)cyclohexylcarbamate).